Dataset: the Open Reaction Database (ORD), a public repository of structured organic reaction records. Task: describe an organic reaction: reactants, conditions, products, and yield Starting materials: C1(=CC=CC=C1)B(O)O (phenylboronic acid), C([O-])([O-])=O.[Na+].[Na+] (sodium carbonate), FC(S(=O)(=O)O/C/1=C/C=2C(=NC=CC2)C(CC1)O[Si](C(C)C)(C(C)C)C(C)C)(F)F ((E)-9-(triisopropylsilyloxy)-8,9-dihydro-7H-cyclohepta[b]pyridin-6-yl trifluoromethanesulfonate). The reagents and catalysts are C=1C=CC(=CC1)[P](C=2C=CC=CC2)(C=3C=CC=CC3)[Pd]([P](C=4C=CC=CC4)(C=5C=CC=CC5)C=6C=CC=CC6)([P](C=7C=CC=CC7)(C=8C=CC=CC8)C=9C=CC=CC9)[P](C=1C=CC=CC1)(C=1C=CC=CC1)C=1C=CC=CC1 (tetrakis(triphenylphosphine)palladium(0)). The solvent is C1(=CC=CC=C1)C (Toluene), CO (MeOH), C(C)(=O)OCC (ethyl acetate). Conditions: temperature 80 celsius. Product: C1(=CC=CC=C1)/C/1=C/C=2C(=NC=CC2)C(CC1)O[Si](C(C)C)(C(C)C)C(C)C ((E)-6-Phenyl-9-(triisopropylsilyloxy)-8,9-dihydro-7H-cyclohepta[b]pyridine). As a reaction SMILES: [C:1]1(B(O)O)[CH:6]=[CH:5][CH:4]=[CH:3][CH:2]=1.C(=O)([O-])[O-].[Na+].[Na+].FC(F)(F)S(O[C:22]1=[CH:23][C:24]2[C:25]([CH:30]([O:33][Si:34]([CH:41]([CH3:43])[CH3:42])([CH:38]([CH3:40])[CH3:39])[CH:35]([CH3:37])[CH3:36])[CH2:31][CH2:32]1)=[N:26][CH:27]=[CH:28][CH:29]=2)(=O)=O>C1(C)C=CC=CC=1.CO.C(OCC)(=O)C.C1C=CC([P]([Pd]([P](C2C=CC=CC=2)(C2C=CC=CC=2)C2C=CC=CC=2)([P](C2C=CC=CC=2)(C2C=CC=CC=2)C2C=CC=CC=2)[P](C2C=CC=CC=2)(C2C=CC=CC=2)C2C=CC=CC=2)(C2C=CC=CC=2)C2C=CC=CC=2)=CC=1>[C:1]1([C:22]2=[CH:23][C:24]3[C:25]([CH:30]([O:33][Si:34]([CH:38]([CH3:40])[CH3:39])([CH:41]([CH3:43])[CH3:42])[CH:35]([CH3:36])[CH3:37])[CH2:31][CH2:32]2)=[N:26][CH:27]=[CH:28][CH:29]=3)[CH:6]=[CH:5][CH:4]=[CH:3][CH:2]=1 |f:1.2.3,^1:64,66,85,104|. Procedure: The mixture of phenylboronic acid (0.060 g, 0.495 mmol), sodium carbonate (0.382 mL, 0.764 mmol), (E)-9-(triisopropylsilyloxy)-8,9-dihydro-7H-cyclohepta[b]pyridin-6-yl trifluoromethanesulfonate (0.1922 g, 0.413 mmol) and tetrakis(triphenylphosphine)palladium(0) (0.024 g, 0.021 mmol) in Toluene (5 mL) and MeOH (1 mL) was heat to 80° C. under N2 for 3 hours. LCMS showed no more starting material. The reaction was diluted with ethyl acetate and washed with water one time. The ethyl acetate layer wa...